This data is from the Open Reaction Database (ORD), a public repository of structured organic reaction records. The task is: describe an organic reaction: reactants, conditions, products, and yield Starting materials: COC1=CC=C(C=C1)C1=C(C2=C(S1)C=CC=C2)SC2=CC=C(C=C2)OC (methyl 4-[[2-(4-methoxyphenyl)benzo[b]thiophen-3-yl]thio]phenyl ether), B(Br)(Br)Br (BBr3), CO (MeOH). Solvent: C(Cl)(Cl)Cl (CHCl3), ClC(C)Cl (dichloroethane). The product is OC1=CC=C(C=C1)C1=C(C2=C(S1)C=CC=C2)SC2=CC=C(C=C2)O (4-[[2-(4-Hydroxyphenyl)benzo[b]thiophen-3-yl]thio]phenol). Yield: 61.0%. As a reaction SMILES: C[O:2][C:3]1[CH:8]=[CH:7][C:6]([C:9]2[S:13][C:12]3[CH:14]=[CH:15][CH:16]=[CH:17][C:11]=3[C:10]=2[S:18][C:19]2[CH:24]=[CH:23][C:22]([O:25]C)=[CH:21][CH:20]=2)=[CH:5][CH:4]=1.B(Br)(Br)Br.CO>ClC(Cl)C.C(Cl)(Cl)Cl>[OH:2][C:3]1[CH:4]=[CH:5][C:6]([C:9]2[S:13][C:12]3[CH:14]=[CH:15][CH:16]=[CH:17][C:11]=3[C:10]=2[S:18][C:19]2[CH:20]=[CH:21][C:22]([OH:25])=[CH:23][CH:24]=2)=[CH:7][CH:8]=1. Reported procedure: A solution of 0.82 g (2.2 mmol) of methyl 4-[[2-(4-methoxyphenyl)benzo[b]thiophen-3-yl]thio]phenyl ether (Part B) in 50 mL of dichloroethane was treated with 1.2 mL (3.3 g; 13 mmol) of BBr3 at 0° C. for 5 h. The reaction was quenched by the careful addition of 15 mL of MeOH. Evaporation of the solvent in vacuo gave a residue which was subjected to flash chromatography (SiO2; 1% MeOH in CHCl3) to afford 0.47 g of the desired product as a solid. Reactants: [Na+], COc1cccc(C=O)c1O, [OH-], O, O=S(=O)(Cl)c1ccccc1. Yields the product COc1cccc(C=O)c1OS(=O)(=O)c1ccccc1. RXN SMILES: [Na+:13].[O:1]=[CH:2][c:3]1[c:4]([OH:5])[c:6]([O:7][CH3:8])[cH:9][cH:10][cH:11]1.[OH-:12].[OH2:24].[c:14]1([S:20](=[O:21])(=[O:22])[Cl:23])[cH:15][cH:16][cH:17][cH:18][cH:19]1>>[O:1]=[CH:2][c:3]1[c:4]([O:5][S:20]([c:14]2[cH:15][cH:16][cH:17][cH:18][cH:19]2)(=[O:21])=[O:22])[c:6]([O:7][CH3:8])[cH:9][cH:10][cH:11]1. Reactants: NC1=C(C=CC=2OCCOC21)F (5-amino-6-fluoro-1,4-benzodioxane), ClN1C(CCC1=O)=O (N-chlorosuccinimide). The solvent is CN(C=O)C (N,N-dimethylformamide), CN(C=O)C (N,N-dimethylformamide). Product: NC1=C(C=C(C=2OCCOC21)Cl)F (5-amino-8-chloro-6-fluoro-1,4-benzodioxane). Yield: 61.4%. Reaction SMILES: [NH2:1][C:2]1[C:11]2[O:10][CH2:9][CH2:8][O:7][C:6]=2[CH:5]=[CH:4][C:3]=1[F:12].[Cl:13]N1C(=O)CCC1=O>CN(C)C=O>[NH2:1][C:2]1[C:11]2[O:10][CH2:9][CH2:8][O:7][C:6]=2[C:5]([Cl:13])=[CH:4][C:3]=1[F:12]. Reported procedure: In a flask were placed 3.05 g (0.018 mole) of 5-amino-6-fluoro-1,4-benzodioxane and 40 mL of N,N-dimethylformamide. To this solution was added in a dropwise manner a solution of 2.65 g (0.0198 mole) of N-chlorosuccinimide in N,N-dimethylformamide while maintaining the temperature at ambient conditions. The solvent was evaporated under reduced pressure, leaving a residue which was passed through a column of silica gel, eluting with methylene chloride/heptane (1:1 ). Product-containing fractions w... Reactants: C[Si](C)(C)[N-][Si](C)(C)C, COc1ccc(P2(=S)SP(=S)(c3ccc(OC)cc3)S2)cc1, Cc1ccccc1, Cn1cc(C(=S)NCc2ccc(Cl)cc2)c(=S)c2cc(CN3CCOCC3)sc21, CC(Cl)Cl, ClCCl, [K+]. The product is Cn1cc(C(=O)NCc2ccc(Cl)cc2)c(=S)c2cc(CN3CCOCC3)sc21. Reaction SMILES: [CH3:31][Si:32]([N-:33][Si:34]([CH3:35])([CH3:36])[CH3:37])([CH3:38])[CH3:39].[CH3:40][O:41][c:42]1[cH:43][cH:44][c:45]([P:46]2(=[S:59])[S:47][P:48]([c:49]3[cH:50][cH:51][c:52]([O:53][CH3:54])[cH:55][cH:56]3)(=[S:57])[S:58]2)[cH:60][cH:61]1.[CH3:62][c:63]1[cH:64][cH:65][cH:66][cH:67][cH:68]1.[Cl:1][c:2]1[cH:3][cH:4][c:5]([CH2:6][NH:7][C:8](=[S:9])[c:10]2[c:11](=[S:27])[c:12]3[c:13]([n:14]([CH3:16])[cH:15]2)[s:17][c:18]([CH2:20][N:21]2[CH2:22][CH2:23][O:24][CH2:25][CH2:26]2)[cH:19]3)[cH:28][cH:29]1.[Cl:69][CH:70]([Cl:71])[CH3:72].[Cl:73][CH2:74][Cl:75].[K+:30]>>[Cl:1][c:2]1[cH:3][cH:4][c:5]([CH2:6][NH:7][C:8]([c:10]2[c:11](=[S:27])[c:12]3[c:13]([n:14]([CH3:16])[cH:15]2)[s:17][c:18]([CH2:20][N:21]2[CH2:22][CH2:23][O:24][CH2:25][CH2:26]2)[cH:19]3)=[O:41])[cH:28][cH:29]1. Starting materials: C1(=CC=CC=C1)C(=CCCCCN1C(C2=CC=CC=C2C1=O)=O)C1=CC=CC=C1 (2-(6,6-diphenyl-hex-5-enyl)-isoindol-1,3-dione), NN.O (hydrazine.hydrate). The solvent is C(C)O (ethanol). Yields the product C1(=CC=CC=C1)C(=CCCCCN)C1=CC=CC=C1 (6,6-diphenyl-hex-5-enylamine). Reaction SMILES: [C:1]1([C:7]([C:24]2[CH:29]=[CH:28][CH:27]=[CH:26][CH:25]=2)=[CH:8][CH2:9][CH2:10][CH2:11][CH2:12][N:13]2C(=O)C3C(=CC=CC=3)C2=O)[CH:6]=[CH:5][CH:4]=[CH:3][CH:2]=1.NN.O>C(O)C>[C:24]1([C:7]([C:1]2[CH:2]=[CH:3][CH:4]=[CH:5][CH:6]=2)=[CH:8][CH2:9][CH2:10][CH2:11][CH2:12][NH2:13])[CH:25]=[CH:26][CH:27]=[CH:28][CH:29]=1 |f:1.2|. Reported procedure: Batch size: 7.8 g (20. mmol) 2-(6,6-diphenyl-hex-5-enyl)-isoindol-1,3-dione and 2.0 g (40.0 mmol) hydrazine.hydrate in 80 ml ethanol. The reactants are Cl/C=C/CN(CC)CC1=CC(=CC=C1)OCC1=CC(=CC=C1)C1=CSC=C1 ((E)-N-(3-chloro-2-propenyl)-N-ethyl-3-[3-(3thienyl)benzyloxy]benzylamine), C1(=CC=CC=C1)P(C1=CC=CC=C1)C1=CC=CC=C1 (triphenylphosphine), C(CCC)N (n-butylamine), CC(C#C)CC (3-methyl-1-pentyne). Reagents/catalysts: [Pd](Cl)Cl (palladium chloride), [Cu]I (copper (i) iodide). The solvent is O1CCCC1 (tetrahydrofuran). Reaction conditions: time 48 hour. The product is CC(C#C/C=C/CN(CC)CC1=CC(=CC=C1)OCC1=CC(=CC=C1)C1=CSC=C1)CC ((E)-N-(6-Methyl-2-octen-4-ynyl)-N-ethyl-3-[3-(3-thienyl)benzyloxy]benzylamine). Isolated yield 71.0%. Reaction SMILES: Cl/[CH:2]=[CH:3]/[CH2:4][N:5]([CH2:8][C:9]1[CH:14]=[CH:13][CH:12]=[C:11]([O:15][CH2:16][C:17]2[CH:22]=[CH:21][CH:20]=[C:19]([C:23]3[CH:27]=[CH:26][S:25][CH:24]=3)[CH:18]=2)[CH:10]=1)[CH2:6][CH3:7].C1(P(C2C=CC=CC=2)C2C=CC=CC=2)C=CC=CC=1.C(N)CCC.[CH3:52][CH:53]([CH2:56][CH3:57])[C:54]#[CH:55]>O1CCCC1.[Pd](Cl)Cl.[Cu]I>[CH3:52][CH:53]([CH2:56][CH3:57])[C:54]#[C:55]/[CH:2]=[CH:3]/[CH2:4][N:5]([CH2:8][C:9]1[CH:14]=[CH:13][CH:12]=[C:11]([O:15][CH2:16][C:17]2[CH:22]=[CH:21][CH:20]=[C:19]([C:23]3[CH:27]=[CH:26][S:25][CH:24]=3)[CH:18]=2)[CH:10]=1)[CH2:6][CH3:7]. Procedure: To a solution of 100 mg (0.25 mmol) of (E)-N-(3-chloro-2-propenyl)-N-ethyl-3-[3-(3thienyl)benzyloxy]benzylamine in 2 ml of tetrahydrofuran were added 6.0 mg (0.023 mmol) of triphenylphosphine, 4.0 mg (0.023 mmol) of palladium chloride, 6.0 mg (0.032 mmol) of copper (i) iodide, 100 μl (1 mmol) of n-butylamine and 0.5 ml (5.12 mmol) of 3-methyl-1-pentyne. The mixture was stirred for 48 hours at room temperature, and concentrated under reduced pressure. The residue was treated with a mixture of eth... The reactants are [Cl-].[NH4+] (ammonium chloride), C(CC(=O)OCC)(=O)OCC (diethyl malonate), BrC=1C=NC2=C(C=CC=C2C1Cl)[N+](=O)[O-] (3-bromo-4-chloro-8-nitroquinoline), CC(C)([O-])C.[K+] (potassium tert-butoxide). Solvent: CN1C(CCC1)=O (N-methylpyrrolidone). Reaction conditions: time 30 minute. Product: C(C)OC(=O)C(C1=C(C=NC2=C(C=CC=C12)[N+](=O)[O-])Br)C(=O)OCC (4-[bis(ethoxycarbonyl)methyl]-3-bromo-8-nitroquinoline). The yield is 73.6%. As a reaction SMILES: [C:1]([O:9][CH2:10][CH3:11])(=[O:8])[CH2:2][C:3]([O:5][CH2:6][CH3:7])=[O:4].CC(C)([O-])C.[K+].[Br:18][C:19]1[CH:20]=[N:21][C:22]2[C:27]([C:28]=1Cl)=[CH:26][CH:25]=[CH:24][C:23]=2[N+:30]([O-:32])=[O:31].[Cl-].[NH4+]>CN1CCCC1=O>[CH2:10]([O:9][C:1]([CH:2]([C:3]([O:5][CH2:6][CH3:7])=[O:4])[C:28]1[C:27]2[C:22](=[C:23]([N+:30]([O-:32])=[O:31])[CH:24]=[CH:25][CH:26]=2)[N:21]=[CH:20][C:19]=1[Br:18])=[O:8])[CH3:11] |f:1.2,4.5|. Reported procedure: To a mixture of diethyl malonate (368 mg) and N-methylpyrrolidone was added potassium tert-butoxide (246 mg) at 0° C., and the mixture was stirred for 30 minutes at ambient temperature. To a mixture was added 3-bromo-4-chloro-8-nitroquinoline (300 mg), and the mixture was stirred for 30 minutes at ambient temperature and for 30 minutes at 50° C. The mixture was poured into saturated ammonium chloride solution and extracted with ethyl acetate. The organic layer was washed with water and brine, dr... Reactants: NC=1C(=C(C(=O)OCC2=CC=CC=C2)C(=CC1)Cl)F (benzyl 3-amino-6-chloro-2-fluorobenzoate), COC1=CC=C(OCCCS(=O)(=O)Cl)C=C1 (3-(4-methoxyphenoxy)propane-1-sulfonyl chloride), C(C)N(C(C)C)C(C)C (N-ethyl-N-isopropylpropan-2-amine). The solvent is C(Cl)Cl (DCM). Conditions: temperature -78 celsius. The product is ClC1=CC=C(C(=C1C(=O)OCC1=CC=CC=C1)F)N(S(=O)(=O)CCCOC1=CC=C(C=C1)OC)S(=O)(=O)CCCOC1=CC=C(C=C1)OC (benzyl 6-chloro-2-fluoro-3-(3-(4-methoxyphenoxy)-N-(3-(4-methoxyphenoxy)propylsulfonyl)propylsulfonamido)benzoate). Reaction SMILES: [NH2:1][C:2]1[C:3]([F:19])=[C:4]([C:15]([Cl:18])=[CH:16][CH:17]=1)[C:5]([O:7][CH2:8][C:9]1[CH:14]=[CH:13][CH:12]=[CH:11][CH:10]=1)=[O:6].[CH3:20][O:21][C:22]1[CH:35]=[CH:34][C:25]([O:26][CH2:27][CH2:28][CH2:29][S:30](Cl)(=[O:32])=[O:31])=[CH:24][CH:23]=1.C(N([CH:42]([CH3:44])[CH3:43])C(C)C)C>C(Cl)Cl>[Cl:18][C:15]1[C:4]([C:5]([O:7][CH2:8][C:9]2[CH:14]=[CH:13][CH:12]=[CH:11][CH:10]=2)=[O:6])=[C:3]([F:19])[C:2]([N:1]([S:30]([CH2:29][CH2:28][CH2:27][O:26][C:43]2[CH:42]=[CH:44][C:22]([O:21][CH3:20])=[CH:23][CH:24]=2)(=[O:32])=[O:31])[S:30]([CH2:29][CH2:28][CH2:27][O:26][C:25]2[CH:34]=[CH:35][C:22]([O:21][CH3:20])=[CH:23][CH:24]=2)(=[O:32])=[O:31])=[CH:17][CH:16]=1. Procedure details: A 100 mL, round-bottomed flask was charged with benzyl 3-amino-6-chloro-2-fluorobenzoate (1.0 g, 3.58 mmol), 3-(4-methoxyphenoxy)propane-1-sulfonyl chloride (2.84 g, 10.7 mmol), N-ethyl-N-isopropylpropan-2-amine (1.91 mL, 10.7 mmol) and DCM (15 mL). The reaction mixture was stirred at −78° C. until LC-MS showed that the starting material had been consumed (about 12 hours). Then the reaction mixture was cooled to room temperature and partitioned between EtOAc (500 mL) and water (200 mL). The phas... Reactants: ClC1=NC(=NS1)SCC1=CC=CC=C1 (5-chloro-3-benzylthio-1,2,4-thiadiazole), O1C=C(C=C1)CO (3-furanmethanol), [Cl-].[Na+] (sodium chloride), [H-].[Na+] (sodium hydride). Solvent: CN(C=O)C (N,N-dimethylformamide). Conditions: temperature 0 celsius, time 2 hour. Yields the product O1C=C(C=C1)COC1=NC(=NS1)SCC1=CC=CC=C1 (5-(3-furyl)methoxy-3-benzylthio-1,2,4-thiadiazole). The yield is 55.9%. RXN SMILES: Cl[C:2]1[S:6][N:5]=[C:4]([S:7][CH2:8][C:9]2[CH:14]=[CH:13][CH:12]=[CH:11][CH:10]=2)[N:3]=1.[O:15]1[CH:19]=[CH:18][C:17]([CH2:20][OH:21])=[CH:16]1.[H-].[Na+].[Cl-].[Na+]>CN(C)C=O>[O:15]1[CH:19]=[CH:18][C:17]([CH2:20][O:21][C:2]2[S:6][N:5]=[C:4]([S:7][CH2:8][C:9]3[CH:14]=[CH:13][CH:12]=[CH:11][CH:10]=3)[N:3]=2)=[CH:16]1 |f:2.3,4.5|. Procedure: To 2 g of N,N-dimethylformamide, 0.243 g of 5-chloro-3-benzylthio-1,2,4-thiadiazole and 0.098 g of 3-furanmethanol were dissolved, and added 0.045 g of sodium hydride (60% in oil) at about 0° C., followed by stirring at about 0° C. for 1 hour and at room temperature for 2 hours. Then, the reaction mixture was added to saturated sodium chloride aqueous solution, and extracted with tert-butylmethylether. The organic layer was concentrated, and the residue obtaind was subjected to silica gel column... Reactants: COC=1C=CC=C2C=3C=CN=CC3NC12 (8-methoxy-β-carboline), ClN1C(CCC1=O)=O (N-chlorosuccinimide). The solvent is C1CCOC1 (THF). Run at time 4 hour. The product is ClC1=CC=C2C=3C=CN=CC3NC2=C1OC (7-chloro-8-methoxy-β-carboline). The yield is 58.2%. As a reaction SMILES: [CH3:1][O:2][C:3]1[CH:4]=[CH:5][CH:6]=[C:7]2[C:15]=1[NH:14][C:13]1[CH:12]=[N:11][CH:10]=[CH:9][C:8]2=1.[Cl:16]N1C(=O)CCC1=O>C1COCC1>[Cl:16][C:4]1[C:3]([O:2][CH3:1])=[C:15]2[C:7]([C:8]3[CH:9]=[CH:10][N:11]=[CH:12][C:13]=3[NH:14]2)=[CH:6][CH:5]=1. Procedure details: To a mixture of 8-methoxy-β-carboline (1.0 g, 5 mmol) in THF (100 ml) was added N-chlorosuccinimide (0.70 g, 5.2 mmol). The reaction was stirred at RT for 4 h before concentrating and washing the residue with 1:1:1 mixture of 10% Na2CO3, hexane, and EtOAc (400 ml). The resulting residue was triturated with xylenes to provide 677 mg of 7-chloro-8-methoxy-β-carboline. A solution of 7-chloro-8-methoxy-β-carboline (677 mg, 2.9 mmol) in trifluoroacetic acid (10 ml) was treated with NaNO3 (260 mg, 3.0...